From a dataset of the Open Reaction Database (ORD), a public repository of structured organic reaction records. describe an organic reaction: reactants, conditions, products, and yield The reactants are 3-(2-(2-(pentafluoroethoxy)tetrafluoroethoxy)-2,2-difluoroethanol), BrCCCBr (1,3-dibromopropane), C(CCCCCCC)C=1C=NC(=NC1)C1=CC=C(C=C1)O (5-octyl-2-(4-hydroxyphenyl)pyrimidine), FC(C(F)(F)F)(OC(C(OC(COCCCBr)(F)F)(F)F)(F)F)F (3-(2-(2-(pentafluoroethoxy)tetrafluoroethoxy)-2,2-difluoroethoxy)-1-bromopropane), C([O-])([O-])=O.[K+].[K+] (potassium carbonate). Run in C(C)#N (acetonitrile). Product: C(CCCCCCC)C=1C=NC(=NC1)C1=CC=C(C=C1)OCCCOCC(F)(F)OC(C(OC(C(F)(F)F)(F)F)(F)F)(F)F (5-Octyl-2-[4-(3-(2-(2-(pentafluoroethoxy)tetrafluoroethoxy)-2,2-difluoroethoxy)propoxy)phenyl]pyrimidine), purified product. Reaction SMILES: [CH2:1]([C:9]1[CH:10]=[N:11][C:12]([C:15]2[CH:20]=[CH:19][C:18]([OH:21])=[CH:17][CH:16]=2)=[N:13][CH:14]=1)[CH2:2][CH2:3][CH2:4][CH2:5][CH2:6][CH2:7][CH3:8].[F:22][C:23]([F:45])([O:28][C:29]([F:44])([F:43])[C:30]([F:42])([F:41])[O:31][C:32]([F:40])([F:39])[CH2:33][O:34][CH2:35][CH2:36][CH2:37]Br)[C:24]([F:27])([F:26])[F:25].BrCCCBr.C(=O)([O-])[O-].[K+].[K+]>C(#N)C>[CH2:1]([C:9]1[CH:14]=[N:13][C:12]([C:15]2[CH:20]=[CH:19][C:18]([O:21][CH2:37][CH2:36][CH2:35][O:34][CH2:33][C:32]([O:31][C:30]([F:41])([F:42])[C:29]([F:43])([F:44])[O:28][C:23]([F:22])([F:45])[C:24]([F:26])([F:27])[F:25])([F:40])[F:39])=[CH:17][CH:16]=2)=[N:11][CH:10]=1)[CH2:2][CH2:3][CH2:4][CH2:5][CH2:6][CH2:7][CH3:8] |f:3.4.5|. Procedure details: The title compound was prepared essentially as in Example 1 by combining 5-octyl-2-(4-hydroxyphenyl)pyrimidine (2.0 g, 7.3 mmol), 3-(2-(2-(pentafluoroethoxy)tetrafluoroethoxy)-2,2-difluoroethoxy)-1-bromopropane (3.38 g, 7.47 mmol; prepared by combining 1,3-dibromopropane with 3-(2-(2-(pentafluoroethoxy)tetrafluoroethoxy)-2,2-difluoroethanol), and potassium carbonate (1.16 g, 8.43 mmol) in acetonitrile (20 mL) and refluxing the resulting mixture under nitrogen overnight. The mixture was cooled an... Starting materials: C1(CCCC1)C[C@@H](C(=O)N1N=CC[C@H]1C(=O)N(C)C)CC(NOCC1=CC=CC=C1)=O ((5S)-1-((2R)-2-(cyclopentylmethyl)-4-oxo-4-{[(phenylmethyl)oxy]amino}butanoyl)-N,N-dimethyl-4,5-dihydro-1H-pyrazole-5-carboxamide). Reagents/catalysts: [OH-].[OH-].[Pd+2] (Pearlman's catalyst). The solvent is CO (methanol). Run at time 1 hour. Product: C1(CCCC1)C[C@@H](C(=O)N1N=CC[C@H]1C(=O)N(C)C)CC(=O)NO ((5S)-1-[(2R)-2-(cyclopentylmethyl)-4-(hydroxyamino)-4-oxobutanoyl]-N,N-dimethyl-4,5-dihydro-1H-pyrazole-5-carboxamide). The yield is 82.1%. Reaction SMILES: [CH:1]1([CH2:6][C@H:7]([CH2:20][C:21](=[O:31])[NH:22][O:23]CC2C=CC=CC=2)[C:8]([N:10]2[C@H:14]([C:15]([N:17]([CH3:19])[CH3:18])=[O:16])[CH2:13][CH:12]=[N:11]2)=[O:9])[CH2:5][CH2:4][CH2:3][CH2:2]1>CO.[OH-].[OH-].[Pd+2]>[CH:1]1([CH2:6][C@H:7]([CH2:20][C:21]([NH:22][OH:23])=[O:31])[C:8]([N:10]2[C@H:14]([C:15]([N:17]([CH3:19])[CH3:18])=[O:16])[CH2:13][CH:12]=[N:11]2)=[O:9])[CH2:5][CH2:4][CH2:3][CH2:2]1 |f:2.3.4|. Procedure details: To a solution of (5S)-1-((2R)-2-(cyclopentylmethyl)-4-oxo-4-{[(phenylmethyl)oxy]amino}butanoyl)-N,N-dimethyl-4,5-dihydro-1H-pyrazole-5-carboxamide (120 mg, 0.28 mmol) in methanol (10 mL) was added Pearlman's catalyst (39 mg, 0.056 mmol). The resulting mixture was stirred under 1 atm of H2 for 1 hour. After 1 hour, the mixture was filtered, concentrated, and purified by Gilson HPLC (Sunfire Column 19×50 mm, flowrate 25 mL/min, 10 min, 5-65% MeCN:H2O) to afford (5S)-1-[(2R)-2-(cyclopentylmethyl)-4... Reactants: CS(=O)(=O)Cl, Cc1ccccc1, Cl, Nc1ccc(CS(=O)(=O)Oc2ccccc2)cc1, c1ccncc1. Yields the product CS(=O)(=O)Nc1ccc(CS(=O)(=O)Oc2ccccc2)cc1. Reaction SMILES: [CH3:1][S:2]([Cl:3])(=[O:4])=[O:5].[CH3:25][c:26]1[cH:27][cH:28][cH:29][cH:30][cH:31]1.[ClH:24].[NH2:6][c:7]1[cH:8][cH:9][c:10]([CH2:13][S:14](=[O:15])(=[O:16])[O:17][c:18]2[cH:19][cH:20][cH:21][cH:22][cH:23]2)[cH:11][cH:12]1.[cH:32]1[cH:33][cH:34][n:35][cH:36][cH:37]1>>[CH3:1][S:2](=[O:4])(=[O:5])[NH:6][c:7]1[cH:8][cH:9][c:10]([CH2:13][S:14](=[O:15])(=[O:16])[O:17][c:18]2[cH:19][cH:20][cH:21][cH:22][cH:23]2)[cH:11][cH:12]1. Starting materials: O=C1CN(C1)C(=O)OC(C)(C)C (3-Oxo-azetidine-1-carboxylic acid, tert-butyl ester), BrC1=CC(=C(C=C1)I)CCl (4-bromo-2-(chloromethyl)-1-iodobenzene), C(C)(C)[Mg]Cl.[Li+].[Cl-] (i-PrMgCl LiCl), C(CC(O)(C(=O)O)CC(=O)O)(=O)O (citric acid). Solvent: C(C)(C)(C)OC (tert-butylmethylether), O (water), O1CCCC1 (tetrahydrofuran), CCO (EtOH), O1CCCC1 (tetrahydrofuran). Run at temperature -20 celsius, time 8 hour. The product is BrC=1C=C2COC3(C2=CC1)CN(C3)C(=O)OC(C)(C)C (tert-butyl 5′-bromo-3′H-spiro[azetidine-3,1′-isobenzofuran]-1-carboxylate). Reaction SMILES: [Br:1][C:2]1[CH:7]=[CH:6][C:5](I)=[C:4]([CH2:9]Cl)[CH:3]=1.C([Mg]Cl)(C)C.[Li+].[Cl-].[O:18]=[C:19]1[CH2:22][N:21]([C:23]([O:25][C:26]([CH3:29])([CH3:28])[CH3:27])=[O:24])[CH2:20]1.C(O)(=O)CC(CC(O)=O)(C(O)=O)O>O1CCCC1.CCO.O.C(OC)(C)(C)C>[Br:1][C:2]1[CH:3]=[C:4]2[C:5](=[CH:6][CH:7]=1)[C:19]1([CH2:20][N:21]([C:23]([O:25][C:26]([CH3:29])([CH3:28])[CH3:27])=[O:24])[CH2:22]1)[O:18][CH2:9]2 |f:1.2.3|. Procedure: 4-bromo-2-(chloromethyl)-1-iodobenzene (500 g, 1.509 moles) was dissolved in tetrahydrofuran (3750 mL) and cooled to −20° C. i-PrMgCl-LiCl (1.3M solution in THF) (1275 ml, 1.66 moles) was added at less than −15° C. The reaction mixture was cooled to −20° C. 3-Oxo-azetidine-1-carboxylic acid, tert-butyl ester (310 g, 1.81 moles), as a solution in tetrahydrofuran (750 mL), was added. The reaction was warmed to room temperature over 90 minutes, and then stirred overnight. 1M Aqueous citric acid sol... Starting materials: ClC1=NC(=CC2=CC(=CC=C12)OC)NC1=NNC=C1 ((1-chloro-6-methoxy-isoquinolin-3-yl)-(1H-pyrazol-3-yl)-amine), C(C)(=O)C=1C=C(C=CC1)B(O)O (3-acetyl-phenylboronic acid). The product is COC=1C=C2C=C(N=C(C2=CC1)C=1C=C(C=CC1)C(C)=O)NC1=NNC=C1 (1-{3-[6-methoxy-3-(1H-pyrazol-3-ylamino)-isoquinolin-1-yl]-phenyl}-ethanone). RXN SMILES: Cl[C:2]1[C:11]2[C:6](=[CH:7][C:8]([O:12][CH3:13])=[CH:9][CH:10]=2)[CH:5]=[C:4]([NH:14][C:15]2[CH:19]=[CH:18][NH:17][N:16]=2)[N:3]=1.[C:20]([C:23]1[CH:24]=[C:25](B(O)O)[CH:26]=[CH:27][CH:28]=1)(=[O:22])[CH3:21]>>[CH3:13][O:12][C:8]1[CH:7]=[C:6]2[C:11](=[CH:10][CH:9]=1)[C:2]([C:27]1[CH:28]=[C:23]([C:20](=[O:22])[CH3:21])[CH:24]=[CH:25][CH:26]=1)=[N:3][C:4]([NH:14][C:15]1[CH:19]=[CH:18][NH:17][N:16]=1)=[CH:5]2. Procedure: Similar procedure as described in example 131 was used, starting from (1-chloro-6-methoxy-isoquinolin-3-yl)-(1H-pyrazol-3-yl)-amine and 3-acetyl-phenylboronic acid to give 1-{3-[6-methoxy-3-(1H-pyrazol-3-ylamino)-isoquinolin-1-yl]-phenyl}-ethanone. LC-MS m/e 359(MH+). The reactants are CC(=O)O[BH-](OC(C)=O)OC(C)=O, C=O, CC#N, [Na+], O=S(=O)(c1cccc2ccccc12)c1n[nH]c2ccc(OC3CCNC3)cc12. Product: CN1CCC(Oc2ccc3[nH]nc(S(=O)(=O)c4cccc5ccccc45)c3c2)C1. RXN SMILES: [C:31]([O:32][BH-:33]([O:34][C:35](=[O:36])[CH3:37])[O:38][C:39](=[O:40])[CH3:41])(=[O:42])[CH3:43].[CH2:29]=[O:30].[CH3:45][C:46]#[N:47].[Na+:44].[c:1]1([S:11](=[O:12])(=[O:13])[c:14]2[n:15][nH:16][c:17]3[cH:18][cH:19][c:20]([O:23][CH:24]4[CH2:25][NH:26][CH2:27][CH2:28]4)[cH:21][c:22]23)[cH:2][cH:3][cH:4][c:5]2[cH:6][cH:7][cH:8][cH:9][c:10]12>>[c:1]1([S:11](=[O:12])(=[O:13])[c:14]2[n:15][nH:16][c:17]3[cH:18][cH:19][c:20]([O:23][CH:24]4[CH2:25][N:26]([CH3:31])[CH2:27][CH2:28]4)[cH:21][c:22]23)[cH:2][cH:3][cH:4][c:5]2[cH:6][cH:7][cH:8][cH:9][c:10]12. The reactants are CO, CSc1nc(-c2ccc([N+](=O)[O-])cc2)c[nH]1, OO. The product is CS(=O)c1nc(-c2ccc([N+](=O)[O-])cc2)c[nH]1. RXN SMILES: [CH3:19][OH:20].[CH3:3][S:4][c:5]1[nH:6][cH:7][c:8](-[c:10]2[cH:11][cH:12][c:13]([N+:16](=[O:17])[O-:18])[cH:14][cH:15]2)[n:9]1.[OH:1][OH:2]>>[O:1]=[S:4]([CH3:3])[c:5]1[nH:6][cH:7][c:8](-[c:10]2[cH:11][cH:12][c:13]([N+:16](=[O:17])[O-:18])[cH:14][cH:15]2)[n:9]1.